This data is from the Open Reaction Database (ORD), a public repository of structured organic reaction records. The task is: describe an organic reaction: reactants, conditions, products, and yield The reactants are NC1=C(C=CC=C1)C1CCN(CC1)C([C@@H](CC1=CC=C(C=C1)Cl)NC(=O)[C@H]1N(CC2=CC=CC=C2C1)C(=O)OC(C)(C)C)=O (tert-butyl 3-(N-{(1R)-2-[4-(2-aminophenyl)piperidyl]-1-[(4-chlorophenyl)methyl]-2-oxoethyl)carbamoyl)(3S)-1,2,3,4-tetrahydroisoquinoline-2-carboxylate), C1CC1C(C#N)O (cyclopropyl-carboxaldehyde), C(C)(=O)O[BH-](OC(C)=O)OC(C)=O.[Na+] (sodium triacetoxyborohydride). The solvent is ClCCCl (1,2-dichloroethane). Yields the product ClC1=CC=C(C=C1)C[C@H](C(=O)N1CCC(CC1)C1=C(C=CC=C1)NCC1CC1)NC(=O)[C@H]1N(CC2=CC=CC=C2C1)C(=O)OC(C)(C)C (tert-Butyl 3-{N-[(1R)-1-[(4-chlorophenyl)methyl]-2-(4-{2-[(cyclopropylmethyl)-amino]phenyl}piperidyl)-2-oxoethyl]carbamoyl}(3S)-1,2,3,4-tetrahydroisoquinoline-2-carboxylate). Yield: 85.6%. Reaction SMILES: [NH2:1][C:2]1[CH:7]=[CH:6][CH:5]=[CH:4][C:3]=1[CH:8]1[CH2:13][CH2:12][N:11]([C:14](=[O:44])[C@H:15]([NH:24][C:25]([C@@H:27]2[CH2:36][C:35]3[C:30](=[CH:31][CH:32]=[CH:33][CH:34]=3)[CH2:29][N:28]2[C:37]([O:39][C:40]([CH3:43])([CH3:42])[CH3:41])=[O:38])=[O:26])[CH2:16][C:17]2[CH:22]=[CH:21][C:20]([Cl:23])=[CH:19][CH:18]=2)[CH2:10][CH2:9]1.[CH2:45]1[CH:47]([CH:48](O)C#N)[CH2:46]1.C(O[BH-](OC(=O)C)OC(=O)C)(=O)C.[Na+]>ClCCCl>[Cl:23][C:20]1[CH:19]=[CH:18][C:17]([CH2:16][C@@H:15]([NH:24][C:25]([C@@H:27]2[CH2:36][C:35]3[C:30](=[CH:31][CH:32]=[CH:33][CH:34]=3)[CH2:29][N:28]2[C:37]([O:39][C:40]([CH3:41])([CH3:43])[CH3:42])=[O:38])=[O:26])[C:14]([N:11]2[CH2:12][CH2:13][CH:8]([C:3]3[CH:4]=[CH:5][CH:6]=[CH:7][C:2]=3[NH:1][CH2:48][CH:47]3[CH2:45][CH2:46]3)[CH2:9][CH2:10]2)=[O:44])=[CH:22][CH:21]=1 |f:2.3|. Reported procedure: To a 50 round-bottomed flask equipped with stirring was added tert-butyl 3-(N-{(1R)-2-[4-(2-aminophenyl)piperidyl]-1-[(4-chlorophenyl)methyl]-2-oxoethyl)carbamoyl)(3S)-1,2,3,4-tetrahydroisoquinoline-2-carboxylate (Example 20) (462 mg, 0.75 mmol) followed by 1,2-dichloroethane (20 mL) and cyclopropyl-carboxaldehyde (Aldrich) (58 mg, 0.83 mmol). The reaction mixture was stirred for 6 h, then treated with sodium triacetoxyborohydride (Aldrich) (176 mg, 0.83 mmol) at 0° C. After stirring for 12 h at... The reactants are O=C([O-])[O-], CN(C)C=O, Cl, O=S(=O)(OCC(F)(F)C(F)(F)C(F)(F)F)C(F)(F)F, N#CCS(=O)(=O)CCC(F)(F)F, [K+], [K+]. Yields the product N#CC(CC(F)(F)C(F)(F)C(F)(F)F)S(=O)(=O)CCC(F)(F)F. RXN SMILES: [C:32](=[O:33])([O-:34])[O-:35].[CH3:39][N:40]([CH3:41])[CH:42]=[O:43].[ClH:38].[F:1][C:2]([F:3])([F:4])[S:5]([O:6][CH2:7][C:8]([C:9]([C:10]([F:11])([F:12])[F:13])([F:14])[F:15])([F:16])[F:17])(=[O:18])=[O:19].[F:20][C:21]([CH2:22][CH2:23][S:24](=[O:25])(=[O:26])[CH2:27][C:28]#[N:29])([F:30])[F:31].[K+:36].[K+:37]>>[CH2:7]([C:8]([C:9]([C:10]([F:11])([F:12])[F:13])([F:14])[F:15])([F:16])[F:17])[CH:27]([S:24]([CH2:23][CH2:22][C:21]([F:20])([F:30])[F:31])(=[O:25])=[O:26])[C:28]#[N:29]. The reactants are C(C=C)NC(=O)C=1C(=C(C(=O)Cl)C(=C(C1I)N)I)I (3-Allylcarbamoyl-5-amino-2,4,6-triiodo-benzoyl chloride), C(C)(=O)O.C(C)(=O)O.C(C)(=O)O.O=C([C@@H](O)[C@H](O)CO)Cl (threonic acid chloride triacetate). Run in CC(=O)N(C)C (DMA), C(C)(=O)OCC (ethyl acetate). Conditions: time 3 day. The product is C(C)(=O)OC(C(C(NC1=C(C(=C(C(=C1I)C(=O)Cl)I)C(NCC=C)=O)I)=O)OC(C)=O)COC(C)=O (acetic acid 2,3-diacetoxy-1-(3-allylcarbamoyl-5-chlorocarbonyl-2,4,6-triiodo-phenylcarbamoyl)-propyl ester). Yield: 54.2%. RXN SMILES: [CH2:1]([NH:4][C:5]([C:7]1[C:8]([I:19])=[C:9]([C:13]([I:18])=[C:14]([NH2:17])[C:15]=1[I:16])[C:10]([Cl:12])=[O:11])=[O:6])[CH:2]=[CH2:3].[C:20]([OH:23])(=[O:22])[CH3:21].[C:24]([OH:27])(=[O:26])[CH3:25].[C:28]([OH:31])(=[O:30])[CH3:29].[O:32]=[C:33](Cl)[C@H:34]([C@@H:36]([CH2:38]O)O)O>CC(N(C)C)=O.C(OCC)(=O)C>[C:20]([O:23][CH:36]([CH2:38][O:30][C:28](=[O:31])[CH3:29])[CH:34]([O:26][C:24](=[O:27])[CH3:25])[C:33](=[O:32])[NH:17][C:14]1[C:13]([I:18])=[C:9]([C:10]([Cl:12])=[O:11])[C:8]([I:19])=[C:7]([C:5](=[O:6])[NH:4][CH2:1][CH:2]=[CH2:3])[C:15]=1[I:16])(=[O:22])[CH3:21] |f:1.2.3.4|. Procedure: 3-Allylcarbamoyl-5-amino-2,4,6-triiodo-benzoyl chloride (7) (20 g, 32.4 mmol) was dissolved in dry DMA (50 mL) and threonic acid chloride triacetate (18) (18.22 g, 64.8 mmol) was added. The reaction was stirred for 3 days at room temperature with nitrogen bubbling through. The reaction mixture was diluted with ethyl acetate (100 mL) and washed with ice-water (5×20 mL). The organics were collected, dried over MgSO4, filtered and evaporated to dryness under reduced pressure. The solid was adsorbed... Starting materials: CS(=O)(=O)OC(C1=C(C=CC=C1)OC)C=1C=NC(=CC1)NC(=O)C1(CC1)C1=CC2=C(OCO2)C=C1 ((6-(1-(benzo[d][1,3]dioxol-5-yl)cyclopropanecarboxamido)pyridin-3-yl)(2-methoxyphenyl)methyl methanesulfonate), O[C@H]1CNCC1 ((R)-3-hydroxypyrrolidine), 1-(benzo[d][1,3]dioxo-5-yl)-N-(5-((dimethylamino)(2-methoxyphenyl)methyl)pyridin-2-yl)cyclopropanecarboxamide. The product is O1COC2=C1C=CC(=C2)C2(CC2)C(=O)NC2=NC=C(C=C2)C(C2=C(C=CC=C2)OC)N2C[C@@H](CC2)O (1-(Benzo[d][1,3]dioxol-5-yl)-N-(5-(((R)-3-hydroxypyrrolidin-1-yl)(2-methoxyphenyl)methyl)pyridin-2-yl)cyclopropanecarboxamide). RXN SMILES: CS(O[CH:6]([C:15]1[CH:16]=[N:17][C:18]([NH:21][C:22]([C:24]2([C:27]3[CH:35]=[CH:34][C:30]4[O:31][CH2:32][O:33][C:29]=4[CH:28]=3)[CH2:26][CH2:25]2)=[O:23])=[CH:19][CH:20]=1)[C:7]1[CH:12]=[CH:11][CH:10]=[CH:9][C:8]=1[O:13][CH3:14])(=O)=O.[OH:36][C@@H:37]1[CH2:41][CH2:40][NH:39][CH2:38]1>>[O:31]1[C:30]2[CH:34]=[CH:35][C:27]([C:24]3([C:22]([NH:21][C:18]4[CH:19]=[CH:20][C:15]([CH:6]([N:39]5[CH2:40][CH2:41][C@@H:37]([OH:36])[CH2:38]5)[C:7]5[CH:12]=[CH:11][CH:10]=[CH:9][C:8]=5[O:13][CH3:14])=[CH:16][N:17]=4)=[O:23])[CH2:26][CH2:25]3)=[CH:28][C:29]=2[O:33][CH2:32]1. Reported procedure: 1-(Benzo[d][1,3]dioxol-5-yl)-N-(5-(((R)-3-hydroxypyrrolidin-1-yl)(2-methoxyphenyl)methyl)pyridin-2-yl)cyclopropanecarboxamide was prepared from (6-(1-(benzo[d][1,3]dioxol-5-yl)cyclopropanecarboxamido)pyridin-3-yl)(2-methoxyphenyl)methyl methanesulfonate and (R)-3-hydroxypyrrolidine in a manner analogous to that of 1-(benzo[d][1,3]dioxo-5-yl)-N-(5-((dimethylamino)(2-methoxyphenyl)methyl)pyridin-2-yl)cyclopropanecarboxamide. Starting materials: CCCSCC(=O)c1ccccc1O, ClCCl, O, O=S(Cl)Cl, c1c[nH]cn1. Product: CCCSC=C(c1ncc[nH]1)c1ccccc1O. As a reaction SMILES: [CH2:13]([CH2:14][CH3:15])[S:16][CH2:17][C:18](=[O:19])[c:20]1[c:21]([OH:26])[cH:22][cH:23][cH:24][cH:25]1.[CH2:6]([Cl:7])[Cl:8].[OH2:27].[S:9]([Cl:10])([Cl:11])=[O:12].[nH:1]1[cH:2][n:3][cH:4][cH:5]1>>[nH:1]1[c:2]([C:18](=[CH:17][S:16][CH2:13][CH2:14][CH3:15])[c:20]2[c:21]([OH:26])[cH:22][cH:23][cH:24][cH:25]2)[n:3][cH:4][cH:5]1. Starting materials: C1(=CC=C(C=C1)C1=C(C2=C(N(C(=N2)OC2CC(CC2)C(=O)OCC)CC2=CC=C(C=C2)C2=CC=CC=C2)C=C1F)F)C1=CC=CC=C1 (ethyl 3-{[5-(biphenyl-4-yl)-1-(biphenyl-4-ylmethyl)-4,6-difluoro-1H-benzimidazol-2-yl]oxy}cyclopentanecarboxylate), C1=CCC=CC1 (1,4-cyclohexadiene). The reagents and catalysts are [OH-].[OH-].[Pd+2] (Pd(OH)2). Run in CCOC(=O)C (EtOAc), CCO (EtOH). Product: C1(=CC=C(C=C1)C1=C(C2=C(NC(=N2)OC2CC(CC2)C(=O)OCC)C=C1F)F)C1=CC=CC=C1 (Ethyl 3-{[5-(biphenyl-4-yl)-4,6-difluoro-1H-benzimidazol-2-yl]oxy}cyclo-pentanecarboxylate). Reaction SMILES: [C:1]1([C:42]2[CH:47]=[CH:46][CH:45]=[CH:44][CH:43]=2)[CH:6]=[CH:5][C:4]([C:7]2[C:39]([F:40])=[CH:38][C:10]3[N:11](CC4C=CC(C5C=CC=CC=5)=CC=4)[C:12]([O:14][CH:15]4[CH2:19][CH2:18][CH:17]([C:20]([O:22][CH2:23][CH3:24])=[O:21])[CH2:16]4)=[N:13][C:9]=3[C:8]=2[F:41])=[CH:3][CH:2]=1.C1CC=CCC=1>CCOC(C)=O.CCO.[OH-].[OH-].[Pd+2]>[C:1]1([C:42]2[CH:43]=[CH:44][CH:45]=[CH:46][CH:47]=2)[CH:2]=[CH:3][C:4]([C:7]2[C:39]([F:40])=[CH:38][C:10]3[NH:11][C:12]([O:14][CH:15]4[CH2:19][CH2:18][CH:17]([C:20]([O:22][CH2:23][CH3:24])=[O:21])[CH2:16]4)=[N:13][C:9]=3[C:8]=2[F:41])=[CH:5][CH:6]=1 |f:4.5.6|. Procedure: To a solution of ethyl 3-{[5-(biphenyl-4-yl)-1-(biphenyl-4-ylmethyl)-4,6-difluoro-1H-benzimidazol-2-yl]oxy}cyclopentanecarboxylate (0.088 g, 0.140 mmol) and Pd(OH)2 (0.026 g, 0.036 mmol) in 1.5 mL of EtOAc and 0.75 mL of EtOH was added 1,4-cyclohexadiene (0.337 mL, 3.60 mmol). The resulting black suspension was microwaved at 130° C. for 2 h, and then filtered through a Celite™ pad eluting with 100% EtOAc. The resulting filtrate was then concentrated in vacuo. Purification of the resulting residu... The reactants are Cl (hydrochloric acid), COC(=O)[C@@H]1CC[C@H](CC1)C1=NOC2=C1C=CC=C2 (trans-4-benzo[d]isoxazol-3-yl-cyclohexanecarboxylic acid methyl ester), [OH-].[Na+] (sodium hydroxide), ice. Solvent: O1CCOCC1 (1,4-dioxane). Conditions: time 20 hour. Yields the product O1N=C(C2=C1C=CC=C2)[C@@H]2CC[C@H](CC2)C(=O)O (trans-4-Benzo[d]isoxazol-3-yl-cyclohexanecarboxylic acid). The yield is 63.9%. Reaction SMILES: C[O:2][C:3]([C@H:5]1[CH2:10][CH2:9][C@H:8]([C:11]2[C:15]3[CH:16]=[CH:17][CH:18]=[CH:19][C:14]=3[O:13][N:12]=2)[CH2:7][CH2:6]1)=[O:4].[OH-].[Na+].Cl>O1CCOCC1>[O:13]1[C:14]2[CH:19]=[CH:18][CH:17]=[CH:16][C:15]=2[C:11]([C@H:8]2[CH2:7][CH2:6][C@H:5]([C:3]([OH:4])=[O:2])[CH2:10][CH2:9]2)=[N:12]1 |f:1.2|. Procedure: A mixture of trans-4-benzo[d]isoxazol-3-yl-cyclohexanecarboxylic acid methyl ester (6.77 g, 26.1 mmol) and aqueous 2 M sodium hydroxide solution (131 ml, 261 mmol) in 1,4-dioxane (261 ml) was stirred at room temperature for 20 h. The reaction mixture was cooled by addition of crushed ice (120 g) and acidified with concentrated hydrochloric acid (21.8 ml, 261 mmol). The reaction mixture was extracted with three 150-ml portions of ethyl acetate. The combined organic layers were washed with one 50-... The reactants are COC1=CC=CC=C1CN, C1=CC=C(C=C1)NC2=NC=CC(=C2)Cl. The reagents and catalysts are CC(C)(C)[O-].[Na+], CC(C1CCCC1P(C2CCCCC2)C3CCCCC3)P(C(C)(C)C)C(C)(C)C.C1CCCC1.[Fe], CC(=O)O.CC(=O)O.[Pd]. Run in CC(=O)N(C)C. Run at temperature 100 celsius. Product: COC1=CC=CC=C1CNC2=CC(=NC=C2)NC3=CC=CC=C3. The yield is 60.3%. Reported procedure: (2-methoxyphenyl)methanamine (73.7 mg, 0.54 mmol), 4-chloro-N- phenylpyridin-2-amine (100 mg, 0.49 mmol) and sodium 2-methylpropan-2-olate (94 mg, 0.98 mmol) were suspended in DMA (2 mL) and sealed into a microwave tube. Nitrogen was bubbled through the reaction mixture for 5 minutes. (R)-(-)-1-[(S)-2-(DICYCLOHEXYLPHOSPHINO)FERROCENYL]ETHYLDI-T-BUTYLPHOSPHINE (32.5 mg, 0.06 mmol) and diacetoxypalladium (8.78 mg, 0.04 mmol) were added to the reaction mixture and nitrogen was bubbled through the r...